From a dataset of the Open Reaction Database (ORD), a public repository of structured organic reaction records. describe an organic reaction: reactants, conditions, products, and yield The reactants are [H-].[Al+3].[Li+].[H-].[H-].[H-] (lithium aluminum hydride), [OH-].[Na+] (NaOH), C(=O)(OC)C1(OC(=CCC1)C)C (2-carbomethoxy-2,6-dimethyl-3,4-dihydro-2 H-pyran), O (water), O (water). Run in CCOCC (ether), CCOCC (ether). Reaction conditions: time 2 hour. Product: CC12CCCC(O1)(OC2)C (frontalin). Isolated yield 81.0%. RXN SMILES: [C:1]([C:5]1([CH3:12])[CH2:10][CH2:9][CH:8]=[C:7]([CH3:11])[O:6]1)(OC)=[O:2].[H-].[Al+3].[Li+].[H-].[H-].[H-].O.[OH-].[Na+]>CCOCC>[CH3:12][C:5]12[CH2:1][O:2][C:7]([CH3:11])([O:6]1)[CH2:8][CH2:9][CH2:10]2 |f:1.2.3.4.5.6,8.9|. Procedure details: A solution of 2-carbomethoxy-2,6-dimethyl-3,4-dihydro-2 H-pyran (11.2 gm, 0.066 mol) in dry ether was added dropwise with stirring to lithium aluminum hydride (3 gm, 0.079 mol) in dry ether. The reaction mixture was heated under reflux for 4 hours, cooled and decomposed with water (3 ml), aqueous 15% NaOH solution (3 ml) and finally water (9 ml). It was stirred at room temperature for 2 hours and filtered. The ether solution containing the resulting alcohol was treated with a catalytic amount of... The reactants are N1CCNCCC1 (Homopiperazine), COC1=CC=C2CCC(C2=C1)=O (6-methoxy-indan-1-one), [BH4-].[Na+] (sodium borohydride). The reagents and catalysts are CC([O-])C.[Ti+4].CC([O-])C.CC([O-])C.CC([O-])C (titanium(IV) isopropoxide). The product is COC1=CC=C2CCC(C2=C1)N1CCNCCC1 (1-(6-methoxy-indan-1-yl)homopiperazine). Isolated yield 70.4%. As a reaction SMILES: [NH:1]1[CH2:7][CH2:6][CH2:5][NH:4][CH2:3][CH2:2]1.[CH3:8][O:9][C:10]1[CH:18]=[C:17]2[C:13]([CH2:14][CH2:15][C:16]2=O)=[CH:12][CH:11]=1.[BH4-].[Na+]>CC(C)[O-].[Ti+4].CC(C)[O-].CC(C)[O-].CC(C)[O-]>[CH3:8][O:9][C:10]1[CH:18]=[C:17]2[C:13]([CH2:14][CH2:15][CH:16]2[N:1]2[CH2:7][CH2:6][CH2:5][NH:4][CH2:3][CH2:2]2)=[CH:12][CH:11]=1 |f:2.3,4.5.6.7.8|. Reported procedure: Homopiperazine (30.6 g, 0.306 mol), 6-methoxy-indan-1-one (4.95 g, 30.56 mmol), titanium(IV) isopropoxide (17.9 ml, 60 mmol) and sodium borohydride (2.7 g, 71 mmol) were reacted by Method A to give the product (5.3 g, 70.5%). The crude product was used without purification. Reactants: [N+](=O)(O)[O-] (HNO3), BrC=1C=CC=C2C=CC=NC12 (8-Bromoquinoline), ice. Run in S(O)(O)(=O)=O (sulfuric acid). Run at temperature 0 celsius, time 48 hour. Product: BrC=1C=CC(=C2C=CC=NC12)[N+](=O)[O-] (8-Bromo-5-nitro-quinoline). Isolated yield 94.0%. RXN SMILES: [Br:1][C:2]1[CH:3]=[CH:4][CH:5]=[C:6]2[C:11]=1[N:10]=[CH:9][CH:8]=[CH:7]2.[N+:12]([O-])([OH:14])=[O:13]>S(=O)(=O)(O)O>[Br:1][C:2]1[CH:3]=[CH:4][C:5]([N+:12]([O-:14])=[O:13])=[C:6]2[C:11]=1[N:10]=[CH:9][CH:8]=[CH:7]2. Procedure: 8-Bromoquinoline (25.00 g, 120.2 mmol) was dissolved in sulfuric acid (82.5 mL) at rt and then cooled to 0° C. HNO3 (fuming, 32.5 mL) was then slowly added over a 10 minute period. The reaction was then warmed to rt and then to 65° C. After 48 h at 65° C., the reaction was cooled to rt and poured onto 500 g of ice. This solution was extracted with methylene chloride (5×200 mL). The organic layers were washed once with brine and dried over anhydrous sodium sulfate. Concentration gave the crude co... The reactants are C1(=CC=CC=C1)P(C1=C(C2=CC=CC=C2C=C1)C1=C(C=CC2=CC=CC=C12)P(C1=CC=CC=C1)C1=CC=CC=C1)C1=CC=CC=C1 (2,2′-bis(diphenylphosphino)-1,1′-binaphthyl), N1CCC(CC1)NC(CCCN1CCN(CC1)C1=CC=C(C=C1)C(F)(F)F)=O (N-piperidin-4-yl-4-[4-(4-trifluoromethyl-phenyl)-piperazin-1-yl]-butyramide), CC(C)([O-])C.[Na+] (sodium tert-butoxide), BrC1=CC=C(C=C1)SC(F)(F)F (1-bromo-4-trifluoromethylsulfanyl-benzene). The reagents and catalysts are C=1C=CC(=CC1)/C=C/C(=O)/C=C/C2=CC=CC=C2.C=1C=CC(=CC1)/C=C/C(=O)/C=C/C2=CC=CC=C2.C=1C=CC(=CC1)/C=C/C(=O)/C=C/C2=CC=CC=C2.[Pd].[Pd] (Tris(dibenzylideneacetone)dipalladium). The solvent is C1(=CC=CC=C1)C (toluene), C(C)(=O)OCC (ethyl acetate). Product: FC(C1=CC=C(C=C1)N1CCN(CC1)CCCC(=O)NC1CCN(CC1)C1=CC=C(C=C1)SC(F)(F)F)(F)F (4-[4-(4-trifluoromethyl-phenyl)-piperazin-1-yl]-N-[1-(4-trifluoromethylsulfanyl-phenyl)-piperidin-4-yl]-butyramide). Isolated yield 43.5%. Reaction SMILES: C1(P(C2C=CC=CC=2)C2C=CC3C(=CC=CC=3)C=2C2C3C(=CC=CC=3)C=CC=2P(C2C=CC=CC=2)C2C=CC=CC=2)C=CC=CC=1.CC(C)([O-])C.[Na+].Br[C:54]1[CH:59]=[CH:58][C:57]([S:60][C:61]([F:64])([F:63])[F:62])=[CH:56][CH:55]=1.[NH:65]1[CH2:70][CH2:69][CH:68]([NH:71][C:72](=[O:92])[CH2:73][CH2:74][CH2:75][N:76]2[CH2:81][CH2:80][N:79]([C:82]3[CH:87]=[CH:86][C:85]([C:88]([F:91])([F:90])[F:89])=[CH:84][CH:83]=3)[CH2:78][CH2:77]2)[CH2:67][CH2:66]1>C1(C)C=CC=CC=1.C(OCC)(=O)C.C1C=CC(/C=C/C(/C=C/C2C=CC=CC=2)=O)=CC=1.C1C=CC(/C=C/C(/C=C/C2C=CC=CC=2)=O)=CC=1.C1C=CC(/C=C/C(/C=C/C2C=CC=CC=2)=O)=CC=1.[Pd].[Pd]>[F:91][C:88]([F:89])([F:90])[C:85]1[CH:86]=[CH:87][C:82]([N:79]2[CH2:80][CH2:81][N:76]([CH2:75][CH2:74][CH2:73][C:72]([NH:71][CH:68]3[CH2:69][CH2:70][N:65]([C:54]4[CH:59]=[CH:58][C:57]([S:60][C:61]([F:64])([F:63])[F:62])=[CH:56][CH:55]=4)[CH2:66][CH2:67]3)=[O:92])[CH2:77][CH2:78]2)=[CH:83][CH:84]=1 |f:1.2,7.8.9.10.11|. Procedure details: Tris(dibenzylideneacetone)dipalladium (13 mg; 0.01 mmol), 2,2′-bis(diphenylphosphino)-1,1′-binaphthyl (26 mg; 0.04 mmol), sodium tert-butoxide (120 mg; 1.20 mmol), 1-bromo-4-trifluoromethylsulfanyl-benzene (160 mg; 0.62 mmol) and N-piperidin-4-yl-4-[4-(4-trifluoromethyl-phenyl)-piperazin-1-yl]-butyramide (300 mg; 0.75 mmol, prepared in accordance with Example 75) are suspended in dry toluene (10 mL) and the mixture is irradiated in a mono-mode microwave oven for 90 minutes at 120° C. The mixture...